From a dataset of the Open Reaction Database (ORD), a public repository of structured organic reaction records. describe an organic reaction: reactants, conditions, products, and yield Reactants: ClC(C(OCC=C)=N)(Cl)Cl (allyl trichloroacetimidate), O=C1N(C(C2=CC=CC=C12)=O)C(C(=O)N[C@@H](CO)C(=O)OC)CC1=CC=CC=C1 (N-[2-(1,3-dihydro-1,3-dioxo-2H-isoindol-2-yl)-1-oxo-3-phenylpropyl]-L-serine, methyl ester), FC(S(=O)(=O)O)(F)F (trifluoromethanesulfonic acid). Run in C(Cl)Cl (methylene chloride), C(Cl)Cl.C1CCCCC1 (methylene chloride cyclohexane). Run at time 5 hour. Product: O=C1N(C(C2=CC=CC=C12)=O)C(C(=O)N[C@@H](COC=CC)C(=O)OC)CC1=CC=CC=C1 (N-[2-(1,3-Dihydro-1,3-dioxo-2H-isoindol-2-yl)-1-oxo-3-phenylpropyl]-O-propenyl-L-serine, methyl ester). As a reaction SMILES: [O:1]=[C:2]1[C:10]2[C:5](=[CH:6][CH:7]=[CH:8][CH:9]=2)[C:4](=[O:11])[N:3]1[CH:12]([CH2:23][C:24]1[CH:29]=[CH:28][CH:27]=[CH:26][CH:25]=1)[C:13]([NH:15][C@H:16]([C:19]([O:21][CH3:22])=[O:20])[CH2:17][OH:18])=[O:14].ClC(Cl)(Cl)C(=N)O[CH2:34][CH:35]=[CH2:36].FC(F)(F)S(O)(=O)=O>C(Cl)Cl.C1CCCCC1.C(Cl)Cl>[O:1]=[C:2]1[C:10]2[C:5](=[CH:6][CH:7]=[CH:8][CH:9]=2)[C:4](=[O:11])[N:3]1[CH:12]([CH2:23][C:24]1[CH:25]=[CH:26][CH:27]=[CH:28][CH:29]=1)[C:13]([NH:15][C@H:16]([C:19]([O:21][CH3:22])=[O:20])[CH2:17][O:18][CH:34]=[CH:35][CH3:36])=[O:14] |f:3.4|. Procedure details: Dissolve N-[2-(1,3-dihydro-1,3-dioxo-2H-isoindol-2-yl)-1-oxo-3-phenylpropyl]-L-serine, methyl ester (25 g, 63 mmol) in methylene chloride/cyclohexane (1:1, 600 mL). Add allyl trichloroacetimidate (26 g, 128 mmol) and trifluoromethanesulfonic acid (5 mL), 56.6 mmol). Stir at room temperature under a nitrogen atmosphere for 5 hours and dilute with methylene chloride. Wash with saturated aqueous sodium hydrogen carbonate, water, dry (MgSO4) and evaporate the solvent in vacuo. Purify by silica gel c... Starting materials: C(#N)C1=C(C=C(C(=O)OCC2=CC=CC=C2)C=C1)NC1CCCCC1 (benzyl 4-cyano-3-(cyclohexylamino)benzoate), C([O-])([O-])=O.[K+].[K+] (potassium carbonate), O (Water). Reagents/catalysts: OO (hydrogen peroxide). The solvent is CS(=O)C (DMSO), C(C)(=O)OCC (ethyl acetate). Run at time 45 minute. Yields the product NC(=O)C1=C(C=C(C(=O)OCC2=CC=CC=C2)C=C1)NC1CCCCC1 (benzyl 4-(aminocarbonyl)-3-(cyclohexylamino)benzoate). The yield is 64.6%. Reaction SMILES: [C:1]([C:3]1[CH:18]=[CH:17][C:6]([C:7]([O:9][CH2:10][C:11]2[CH:16]=[CH:15][CH:14]=[CH:13][CH:12]=2)=[O:8])=[CH:5][C:4]=1[NH:19][CH:20]1[CH2:25][CH2:24][CH2:23][CH2:22][CH2:21]1)#[N:2].C(=O)([O-])[O-:27].[K+].[K+].O>CS(C)=O.OO.C(OCC)(=O)C>[NH2:2][C:1]([C:3]1[CH:18]=[CH:17][C:6]([C:7]([O:9][CH2:10][C:11]2[CH:16]=[CH:15][CH:14]=[CH:13][CH:12]=2)=[O:8])=[CH:5][C:4]=1[NH:19][CH:20]1[CH2:25][CH2:24][CH2:23][CH2:22][CH2:21]1)=[O:27] |f:1.2.3|. Reported procedure: To a solution of benzyl 4-cyano-3-(cyclohexylamino)benzoate (66.2 mg, 0.198 mmol) in DMSO (2 mL) was added potassium carbonate (27.4 mg, 0.198 mmol) followed by 30% aqueous hydrogen peroxide (5 drops). The mixture was stirred at room temperature for 45 min, and was then diluted with ethyl acetate. Water was added and then the layers were separated. The aqueous phase was then extracted with ethyl acetate. The combined organic extracts were dried over magnesium sulfate, filtered, and concentrated.... The reactants are C(C)OP(=O)(OCC)CC(=O)OC(C)(C)C (tert-butyl diethylphosphonoacetate), [H-].[Na+] (NaH), COC(C=1C=CC(=NC1)C=O)OC (5-dimethoxymethyl-pyridine-2-carbaldehyde). Solvent: C1CCOC1 (THF), C1CCOC1 (THF). Yields the product C(C)(C)(C)OC(C=CC1=NC=C(C=C1)C(OC)OC)=O (3-(5-dimethoxymethyl-pyridin-2-yl)-acrylic acid tert-butyl ester). Yield: 89.2%. Reaction SMILES: [CH3:1][O:2][CH:3]([O:12][CH3:13])[C:4]1[CH:5]=[CH:6][C:7]([CH:10]=O)=[N:8][CH:9]=1.C(OP([CH2:22][C:23]([O:25][C:26]([CH3:29])([CH3:28])[CH3:27])=[O:24])(OCC)=O)C.[H-].[Na+]>C1COCC1>[C:26]([O:25][C:23](=[O:24])[CH:22]=[CH:10][C:7]1[CH:6]=[CH:5][C:4]([CH:3]([O:12][CH3:13])[O:2][CH3:1])=[CH:9][N:8]=1)([CH3:29])([CH3:28])[CH3:27] |f:2.3|. Procedure: 5-dimethoxymethyl-pyridine-2-carbaldehyde (355 mg, 1.97 mmol) was dissolved in THF (10 ml) and the resulting solution was added to a stirring mixture of tert-butyl diethylphosphonoacetate (547 mg, 2.169 mmol) and NaH (102 mg, 2.56 mmol, 60% oil dispersion) in THF (5 ml). After 15 minutes the reaction was quenched by addition of water and the resulting slurry was extracted with Et2O. The organic phase was dried over Na2SO4 and evaporated under vacuo. The crude product was purified by silica gel c... Starting materials: CN=C=S, CN=C(N)Nc1nc(C2CCCC(N)C2)cs1, CCO. Yields the product CN=C(N)Nc1nc(C2CCCC(NC(=S)NC)C2)cs1. As a reaction SMILES: [CH3:18][N:19]=[C:20]=[S:21].[CH3:1][N:2]=[C:3]([NH:4][c:5]1[s:6][cH:7][c:8]([CH:10]2[CH2:11][CH:12]([NH2:16])[CH2:13][CH2:14][CH2:15]2)[n:9]1)[NH2:17].[CH3:22][CH2:23][OH:24]>>[CH3:1][N:2]=[C:3]([NH:4][c:5]1[s:6][cH:7][c:8]([CH:10]2[CH2:11][CH:12]([NH:16][C:20]([NH:19][CH3:18])=[S:21])[CH2:13][CH2:14][CH2:15]2)[n:9]1)[NH2:17]. The reactants are C1CCOC1, CO, CCOC(=O)CS(=O)Cc1ccc(F)cc1, [Na+], [OH-]. The product is O=C(O)CS(=O)Cc1ccc(F)cc1. As a reaction SMILES: [CH2:19]1[O:20][CH2:21][CH2:22][CH2:23]1.[CH3:24][OH:25].[F:1][c:2]1[cH:3][cH:4][c:5]([CH2:6][S:7](=[O:8])[CH2:9][C:10](=[O:11])[O:12][CH2:13][CH3:14])[cH:15][cH:16]1.[Na+:18].[OH-:17]>>[F:1][c:2]1[cH:3][cH:4][c:5]([CH2:6][S:7](=[O:8])[CH2:9][C:10](=[O:11])[OH:12])[cH:15][cH:16]1. Reactants: CC(c1ccc(Br)cc1)N1CCC(CCO)(c2ccc(F)cc2)OC1=O, NCCF. Yields the product CC(c1ccc(Br)cc1)N1CCC(CCNCCF)(c2ccc(F)cc2)OC1=O. RXN SMILES: [Br:1][c:2]1[cH:3][cH:4][c:5]([CH:8]([CH3:9])[N:10]2[C:11](=[O:26])[O:12][C:13]([CH2:16][CH2:17][OH:18])([c:19]3[cH:20][cH:21][c:22]([F:25])[cH:23][cH:24]3)[CH2:14][CH2:15]2)[cH:6][cH:7]1.[F:27][CH2:28][CH2:29][NH2:30]>>[Br:1][c:2]1[cH:3][cH:4][c:5]([CH:8]([CH3:9])[N:10]2[C:11](=[O:26])[O:12][C:13]([CH2:16][CH2:17][NH:30][CH2:29][CH2:28][F:27])([c:19]3[cH:20][cH:21][c:22]([F:25])[cH:23][cH:24]3)[CH2:14][CH2:15]2)[cH:6][cH:7]1. The reactants are FC1=CC2=C(N=C(S2)NC(=O)C2C(C2(C)C)(C)C)C=C1 (N-(6-fluoro-1,3-benzothiazol-2-yl)-2,2,3,3-tetramethylcyclopropanecarboxamide), [H-].[Na+] (sodium hydride), COCCBr (2-bromoethyl methyl ether). Solvent: CN(C)C=O.C1CCOC1 (DMF THF). Yields the product FC1=CC2=C(N(C(S2)=NC(=O)C2C(C2(C)C)(C)C)CCOC)C=C1 (2,2,3,3-Tetramethylcyclopropanecarboxylic acid [6-fluoro-3-(2-methoxyethyl)-3H-benzothiazol-2-ylidene]-amide). Reaction SMILES: [F:1][C:2]1[CH:20]=[CH:19][C:5]2[N:6]=[C:7]([NH:9][C:10]([CH:12]3[C:14]([CH3:16])([CH3:15])[C:13]3([CH3:18])[CH3:17])=[O:11])[S:8][C:4]=2[CH:3]=1.[H-].[Na+].[CH3:23][O:24][CH2:25][CH2:26]Br>CN(C=O)C.C1COCC1>[F:1][C:2]1[CH:20]=[CH:19][C:5]2[N:6]([CH2:26][CH2:25][O:24][CH3:23])[C:7](=[N:9][C:10]([CH:12]3[C:13]([CH3:18])([CH3:17])[C:14]3([CH3:16])[CH3:15])=[O:11])[S:8][C:4]=2[CH:3]=1 |f:1.2,4.5|. Procedure: To a solution of the product of Example 112A (1 equiv) in 1:1 DMF/THF (0.1 M) was added sodium hydride (60% dispersion in mineral oil, 1.2 equiv) and 2-bromoethyl methyl ether (1.2 equiv). As a reaction SMILES: [CH2:1]([N:4]=[C:5]=[S:6])[CH:2]=[CH2:3].[O:7]=[N+:8]([O-:13])[C:9]([Cl:12])([Cl:11])[Cl:10]>O>[CH2:1]([N:4]=[C:5]=[S:6])[CH:2]=[CH2:3].[O:7]=[N+:8]([O-:13])[C:9]([Cl:12])([Cl:11])[Cl:10] |f:3.4|. Yields the product C(C=C)N=C=S.O=[N+](C(Cl)(Cl)Cl)[O-] (Allyl Isothiocyanate chloropicrin). Reported procedure: 40 g of allyl isothiocyanate and 160 g of chloropicrin are added to 0.400 liters of water containing 4 g of ionic surfactant (alkylarylsulphonate). The system is emulsified with a mechanical rod stirrer and kept at 300 r.p.m. for 10 minutes. Reaction conditions: time 10 minute. Reactants: C(C=C)N=C=S (allyl isothiocyanate), O=[N+](C(Cl)(Cl)Cl)[O-] (chloropicrin), alkylarylsulphonate. The solvent is O (water).